Task: describe an organic reaction: reactants, conditions, products, and yield. Dataset: the Open Reaction Database (ORD), a public repository of structured organic reaction records Reactants: C([O-])([O-])=O.[Na+].[Na+] (sodium carbonate), C1(CC1)COC1=C(C=CC=C1OC)/C=C/C=1N=C2N(C(C1I)=O)C=C(S2)C (7-{(E)-2-[2-(Cyclopropylmethoxy)-3-methoxyphenyl]vinyl}-6-iodo-2-methyl-5H-[1,3]-thiazolo[3,2-a]pyrimidin-5-one), FC(OC1=CC=C(C=C1)B(O)O)(F)F (4-trifluoromethoxyphenylboronic acid), Pd[(C6H5)3P]4. Run in O (water), C1(=CC=CC=C1)C (toluene), C(C)O (ethanol). The product is C1(CC1)COC1=C(C=CC=C1OC)/C=C/C=1N=C2N(C(C1C1=CC=C(C=C1)OC(F)(F)F)=O)C=C(S2)C (7-[(E)-2-(2-Cyclopropylmethoxy-3-methoxyphenyl)-1-ethenyl]-2-methyl-6-[4-(tri fluoromethoxy)phenyl]-5H-[1,3]thiazolo[3,2-a]pyrimidin-5-one). The yield is 56.2%. Reaction SMILES: [CH:1]1([CH2:4][O:5][C:6]2[C:11]([O:12][CH3:13])=[CH:10][CH:9]=[CH:8][C:7]=2/[CH:14]=[CH:15]/[C:16]2[N:17]=[C:18]3[S:26][C:25]([CH3:27])=[CH:24][N:19]3[C:20](=[O:23])[C:21]=2I)[CH2:3][CH2:2]1.[F:28][C:29]([F:41])([F:40])[O:30][C:31]1[CH:36]=[CH:35][C:34](B(O)O)=[CH:33][CH:32]=1.C(=O)([O-])[O-].[Na+].[Na+]>C1(C)C=CC=CC=1.C(O)C.O>[CH:1]1([CH2:4][O:5][C:6]2[C:11]([O:12][CH3:13])=[CH:10][CH:9]=[CH:8][C:7]=2/[CH:14]=[CH:15]/[C:16]2[N:17]=[C:18]3[S:26][C:25]([CH3:27])=[CH:24][N:19]3[C:20](=[O:23])[C:21]=2[C:34]2[CH:33]=[CH:32][C:31]([O:30][C:29]([F:28])([F:40])[F:41])=[CH:36][CH:35]=2)[CH2:3][CH2:2]1 |f:2.3.4|. Procedure: The title compound was prepared from Intermediate 16 (100 mg, 0.202 mmol) and 4-trifluoromethoxyphenylboronic acid (58 mg, 0.283 mmol) using Pd[(C6H5)3P]4 (90 mg, 0.008 mmol) and sodium carbonate (128 mg, 1.213 mmol) in toluene (10 ml) and ethanol (5 ml) and water (4 ml) according to the procedure outlined in Example 1 to afford crude residue which was purified by column chromatography to afford 60 mg of the desired product; 1H NMR (300 MHz, DMSO-d6) δ 0.22-0.27 (m, 2H), 0.46-0.52 (m, 3H), 0.98-... Starting materials: IC1=CC=C(OCCCN2C(CCC2)C)C=C1 (1-[3-(4-iodophenoxy)propyl]-2-methylpyrrolidine), P(=O)([O-])([O-])[O-].[K+].[K+].[K+] (potassium phosphate), N[C@H]1[C@@H](CCCC1)N (trans-1,2-diaminocyclohexane), N1(CCCCC1)C[C@@H]1CCC(N1)=O ((5S)-5-(piperidin-1-ylmethyl)pyrrolidin-2-one). Reagents/catalysts: [Cu](I)I (copper iodide). Run in O1CCOCC1 (dioxan), ClCCl (dichloromethane). Run at temperature 110 celsius. Product: CC1N(CCC1)CCCOC1=CC=C(C=C1)N1C(CC[C@H]1CN1CCCCC1)=O ((5S)-1-{4-[3-(2-methylpyrrolidin-1-yl)propoxyl]phenyl}-5-(piperidin-1-ylmethyl)pyrrolidin-2-one). Yield: 46.0%. RXN SMILES: I[C:2]1[CH:17]=[CH:16][C:5]([O:6][CH2:7][CH2:8][CH2:9][N:10]2[CH2:14][CH2:13][CH2:12][CH:11]2[CH3:15])=[CH:4][CH:3]=1.P([O-])([O-])([O-])=O.[K+].[K+].[K+].N[C@@H]1CCCC[C@H]1N.[N:34]1([CH2:40][C@H:41]2[NH:45][C:44](=[O:46])[CH2:43][CH2:42]2)[CH2:39][CH2:38][CH2:37][CH2:36][CH2:35]1>O1CCOCC1.ClCCl.[Cu](I)I>[CH3:15][CH:11]1[CH2:12][CH2:13][CH2:14][N:10]1[CH2:9][CH2:8][CH2:7][O:6][C:5]1[CH:16]=[CH:17][C:2]([N:45]2[C@H:41]([CH2:40][N:34]3[CH2:35][CH2:36][CH2:37][CH2:38][CH2:39]3)[CH2:42][CH2:43][C:44]2=[O:46])=[CH:3][CH:4]=1 |f:1.2.3.4|. Procedure details: A suspension of 1-[3-(4-iodophenoxy)propyl]-2-methylpyrrolidine a5 (0.245 g, 0.71 mmol, 1 eq) in dioxan (4 ml), potassium phosphate (0.3 g, 1.42 mmol, 2 eq), copper iodide (0.001 g, 0.007 mmol, 1 mol %), trans-1,2-diaminocyclohexane (0.008 g, 0.07 mmol, 10 mol %) and (5S)-5-(piperidin-1-ylmethyl)pyrrolidin-2-one a15 (0.155 g, 0.85 mmol, 1.2 eq) is placed in a sealed tube under argon atmosphere and heated at 110° C. until reaction completion. The mixture is diluted with dichloromethane and is was... Reactants: [Na].CN1C(=O)N(C=2N=CNC2C1=O)C (1,3-dimethyl-xanthine sodium salt), ClCCCCP(C)(C)=O (4-chlorobutyldimethylphosphine oxide). Product: CN1C(=O)N(C=2N=CN(C2C1=O)CCCCP(C)(C)=O)C ([4-(1,3-Dimethylxanthin-7-yl)butyl]dimethylphosphine Oxide). RXN SMILES: [Na].[CH3:2][N:3]1[C:12](=[O:13])[C:11]2[NH:10][CH:9]=[N:8][C:7]=2[N:6]([CH3:14])[C:4]1=[O:5].Cl[CH2:16][CH2:17][CH2:18][CH2:19][P:20](=[O:23])([CH3:22])[CH3:21]>>[CH3:2][N:3]1[C:12](=[O:13])[C:11]2[N:10]([CH2:16][CH2:17][CH2:18][CH2:19][P:20](=[O:23])([CH3:22])[CH3:21])[CH:9]=[N:8][C:7]=2[N:6]([CH3:14])[C:4]1=[O:5] |f:0.1,^1:0|. Reported procedure: The title substance was prepared from 10.1 g (0.05 mol) of 1,3-dimethyl-xanthine sodium salt and 4-chlorobutyldimethylphosphine oxide analogously to Example 63. The reactants are COC(=O)c1cc(C=Cc2cc(OC)ccc2OC)ccc1O, CCOC(C)=O, [H][H]. The product is COC(=O)c1cc(CCc2cc(OC)ccc2OC)ccc1O. Reaction SMILES: [CH3:1][O:2][C:3]([c:4]1[c:5]([OH:22])[cH:6][cH:7][c:8]([CH:10]=[CH:11][c:12]2[c:13]([O:20][CH3:21])[cH:14][cH:15][c:16]([O:18][CH3:19])[cH:17]2)[cH:9]1)=[O:23].[CH3:26][CH2:27][O:28][C:29](=[O:30])[CH3:31].[H:24][H:25]>>[CH3:1][O:2][C:3]([c:4]1[c:5]([OH:22])[cH:6][cH:7][c:8]([CH2:10][CH2:11][c:12]2[c:13]([O:20][CH3:21])[cH:14][cH:15][c:16]([O:18][CH3:19])[cH:17]2)[cH:9]1)=[O:23]. Reactants: Cn1cnc2c(Cl)c(Br)c(C(=O)O)nc21, C1CCOC1, C[Si](C)(C)[N-][Si](C)(C)C, Nc1ccc(I)cc1F, [Li+]. The product is Cn1cnc2c(Cl)c(Nc3ccc(I)cc3F)c(C(=O)O)nc21. As a reaction SMILES: [Br:20][c:21]1[c:22]([Cl:34])[c:23]2[c:24]([n:25][c:26]1[C:27](=[O:28])[OH:29])[n:30]([CH3:33])[cH:31][n:32]2.[CH2:35]1[O:36][CH2:37][CH2:38][CH2:39]1.[CH3:11][Si:12]([N-:13][Si:14]([CH3:15])([CH3:16])[CH3:17])([CH3:18])[CH3:19].[F:1][c:2]1[c:3]([NH2:4])[cH:5][cH:6][c:7]([I:9])[cH:8]1.[Li+:10]>>[F:1][c:2]1[c:3]([NH:4][c:21]2[c:22]([Cl:34])[c:23]3[c:24]([n:25][c:26]2[C:27](=[O:28])[OH:29])[n:30]([CH3:33])[cH:31][n:32]3)[cH:5][cH:6][c:7]([I:9])[cH:8]1. The reactants are CI, CC1=CC(=O)C(C)(C)CC1, Cl, [Cu]I, [Mg]. Product: CC1(C)CCC(C)(C)C(=O)C1. RXN SMILES: [CH3:2][I:3].[CH3:4][C:5]1=[CH:6][C:7](=[O:13])[C:8]([CH3:11])([CH3:12])[CH2:9][CH2:10]1.[ClH:14].[Cu:15][I:16].[Mg:1]>>[CH3:2][C:5]1([CH3:4])[CH2:6][C:7](=[O:13])[C:8]([CH3:11])([CH3:12])[CH2:9][CH2:10]1.